From a dataset of the Open Reaction Database (ORD), a public repository of structured organic reaction records. describe an organic reaction: reactants, conditions, products, and yield Yield: 23.4%. As a reaction SMILES: Cl[C:2]1[CH:3]=[C:4]([N:13]([CH:23]2[CH2:25][CH2:24]2)[CH2:14][C:15]2[CH:20]=[CH:19][C:18]([O:21][CH3:22])=[CH:17][CH:16]=2)[C:5]2[N:6]([C:8]([C:11]#[N:12])=[CH:9][N:10]=2)[N:7]=1.[N:26]1[C:31]([NH2:32])=[CH:30][CH:29]=[CH:28][C:27]=1[NH2:33].C(=O)([O-])[O-].[Cs+].[Cs+].CC1(C)C2C(=C(P(C3C=CC=CC=3)C3C=CC=CC=3)C=CC=2)OC2C(P(C3C=CC=CC=3)C3C=CC=CC=3)=CC=CC1=2>[Cu]I.C1C=CC(/C=C/C(/C=C/C2C=CC=CC=2)=O)=CC=1.C1C=CC(/C=C/C(/C=C/C2C=CC=CC=2)=O)=CC=1.C1C=CC(/C=C/C(/C=C/C2C=CC=CC=2)=O)=CC=1.[Pd].[Pd].COCCOC>[NH2:33][C:27]1[N:26]=[C:31]([NH:32][C:2]2[CH:3]=[C:4]([N:13]([CH:23]3[CH2:25][CH2:24]3)[CH2:14][C:15]3[CH:20]=[CH:19][C:18]([O:21][CH3:22])=[CH:17][CH:16]=3)[C:5]3[N:6]([C:8]([C:11]#[N:12])=[CH:9][N:10]=3)[N:7]=2)[CH:30]=[CH:29][CH:28]=1 |f:2.3.4,7.8.9.10.11|. Run at temperature 125 celsius. Yields the product NC1=CC=CC(=N1)NC=1C=C(C=2N(N1)C(=CN2)C#N)N(CC2=CC=C(C=C2)OC)C2CC2 (6-(6-aminopyridin-2-ylamino)-8-(cyclopropyl (4-methoxybenzyl)amino)imidazo[1,2-b]pyridazine-3-carbonitrile). Solvent: COCCOC (DME). Procedure: A sealed tube was charged with DME (1.5 mL) and purged with argon. The vessel was then charged with 1G (0.050 g, 0.14 mmol), pyridine-2,6-diamine (0.039 g, 0.35 mmol), cesium carbonate (0.184 g, 0.57 mmol), copper(I) iodide (0.013 g, 0.071 mmol), Xantphos (0.016 g, 0.028 mmol), and Pd2(dba)3 (0.013 g, 0.014 mmol), in one portion. The resulting suspension was pump/purged with argon three times. The cap was placed on the vessel, and the suspension heated to 125° C. overnight. The solids were filte... The reactants are ClC=1C=C(C=2N(N1)C(=CN2)C#N)N(CC2=CC=C(C=C2)OC)C2CC2 (6-chloro-8-(cyclopropyl(4-methoxybenzyl)amino) imidazo[1,2-b]pyridazine-3-carbonitrile), N1=C(C=CC=C1N)N (pyridine-2,6-diamine), C([O-])([O-])=O.[Cs+].[Cs+] (cesium carbonate), CC1(C2=C(C(=CC=C2)P(C3=CC=CC=C3)C4=CC=CC=C4)OC5=C(C=CC=C51)P(C6=CC=CC=C6)C7=CC=CC=C7)C (Xantphos). The reagents and catalysts are [Cu]I (copper(I) iodide), C=1C=CC(=CC1)/C=C/C(=O)/C=C/C2=CC=CC=C2.C=1C=CC(=CC1)/C=C/C(=O)/C=C/C2=CC=CC=C2.C=1C=CC(=CC1)/C=C/C(=O)/C=C/C2=CC=CC=C2.[Pd].[Pd] (Pd2(dba)3).